This data is from the Open Reaction Database (ORD), a public repository of structured organic reaction records. The task is: describe an organic reaction: reactants, conditions, products, and yield Reactants: CC(=O)O, CC(=O)OC(C)=O, Cl, Cc1ccnc(N)c1, OO. The product is Cl, Cc1cc[n+]([O-])c(N)c1. Reaction SMILES: [CH3:19][C:20](=[O:21])[OH:22].[CH3:1][C:2](=[O:3])[O:4][C:5](=[O:6])[CH3:7].[ClH:18].[NH2:8][c:9]1[n:10][cH:11][cH:12][c:13]([CH3:15])[cH:14]1.[OH:16][OH:17]>>[ClH:18].[O-:3][n+:10]1[c:9]([NH2:8])[cH:14][c:13]([CH3:15])[cH:12][cH:11]1. The reactants are [Br-], OCCCCO, CCC1(COS(C)(=O)=O)COC1, CCCC[N+](CCCC)(CCCC)CCCC, CC(=O)O, Cc1ccccc1, [Na+], [OH-], O. Yields the product CCC1(COCCCCO)COC1. RXN SMILES: [Br-:21].[CH2:1]([CH2:2][CH2:3][CH2:4][OH:5])[OH:6].[CH2:9]([CH3:10])[C:11]1([CH2:15][O:16][S:17]([CH3:18])(=[O:19])=[O:20])[CH2:12][O:13][CH2:14]1.[CH3:22][CH2:23][CH2:24][CH2:25][N+:26]([CH2:27][CH2:28][CH2:29][CH3:30])([CH2:31][CH2:32][CH2:33][CH3:34])[CH2:35][CH2:36][CH2:37][CH3:38].[CH3:39][C:40](=[O:41])[OH:42].[CH3:44][c:45]1[cH:46][cH:47][cH:48][cH:49][cH:50]1.[Na+:8].[OH-:7].[OH2:43]>>[CH2:1]([CH2:2][CH2:3][CH2:4][O:5][CH2:15][C:11]1([CH2:9][CH3:10])[CH2:12][O:13][CH2:14]1)[OH:6]. Starting materials: C#CCCCCNC(=O)c1cnc(OCC(O)CO)s1, CS(=O)(=O)Cl, c1ccncc1. Yields the product C#CCCCCNC(=O)c1cnc(OCC(O)COS(C)(=O)=O)s1. As a reaction SMILES: [CH2:6]([CH2:7][CH2:8][CH2:9][C:10]#[CH:11])[NH:12][C:13](=[O:14])[c:15]1[cH:16][n:17][c:18]([O:20][CH2:21][CH:22]([CH2:23][OH:24])[OH:25])[s:19]1.[CH3:1][S:2]([Cl:3])(=[O:4])=[O:5].[cH:26]1[cH:27][cH:28][n:29][cH:30][cH:31]1>>[CH3:1][S:2](=[O:4])(=[O:5])[O:24][CH2:23][CH:22]([CH2:21][O:20][c:18]1[n:17][cH:16][c:15]([C:13]([NH:12][CH2:6][CH2:7][CH2:8][CH2:9][C:10]#[CH:11])=[O:14])[s:19]1)[OH:25]. Starting materials: N(=NC(=O)OC(C)C)C(=O)OC(C)C (diisopropyl diazene-1,2-dicarboxylate), N1C=CC2=CC=C(C=C12)O (1H-indol-6-ol), O1CC(CC1)O (tetrahydrofuran-3-ol), C1(=CC=CC=C1)P(C1=CC=CC=C1)C1=CC=CC=C1 (triphenylphosphine), N1C=CC2=CC=CC=C12 (indole). Run at time 16 hour. As a reaction SMILES: [NH:1]1[C:9]2[C:4](=[CH:5][CH:6]=[C:7]([OH:10])[CH:8]=2)[CH:3]=[CH:2]1.[O:11]1[CH2:15][CH2:14][CH:13](O)[CH2:12]1.C1(P(C2C=CC=CC=2)C2C=CC=CC=2)C=CC=CC=1.N(C(OC(C)C)=O)=NC(OC(C)C)=O.N1C2C(=CC=CC=2)C=C1>ClCCl>[O:11]1[CH2:15][CH2:14][CH:13]([O:10][C:7]2[CH:8]=[C:9]3[C:4]([CH:3]=[CH:2][NH:1]3)=[CH:5][CH:6]=2)[CH2:12]1. The solvent is ClCCl (dichloromethane). Procedure details: To a mixture of 1H-indol-6-ol (2.00 g, 15.02 mmol), tetrahydrofuran-3-ol (1.46 mL, 18.0 mmol), and triphenylphosphine (4.33 g, 16.52 mmol) in dichloromethane (80 mL) at 0° C. was added diisopropyl diazene-1,2-dicarboxylate (3.49 mL, 18.03 mmol) over 10 min. The mixture was stirred at room temperature for 16 hr. The starting indole and desired product were detected in a ratio of 3:2. The dark mixture was diluted with CH2Cl2 (80 mL), washed with 1N NaOH (50 mL), water (50 mL), and brine (50 mL). T... Yields the product O1CC(CC1)OC1=CC=C2C=CNC2=C1 (6-(Tetrahydrofuran-3-yloxy)-1H-indole). Starting materials: Cl (HCl), C(#N)CC(=O)NC1=CC=C(C=C1)C1=NN(C=N1)C1=CC=C(C=C1)OC(F)(F)F (2-cyano-N-(4-(1-(4-(trifluoromethoxy)phenyl)-1H-1,2,4-triazol-3-yl)phenyl)acetamide), C(C)(C)C1=C(C=CC=C1)N=C=S (2-isopropylphenyl isothiocyanate), [H-].[Na+] (NaH). Run in CN(C)C=O (DMF). Run at time 1 hour. The product is C(#N)/C(/C(=O)NC1=CC=C(C=C1)C1=NN(C=N1)C1=CC=C(C=C1)OC(F)(F)F)=C(/S)\NC1=C(C=CC=C1)C(C)C ((Z)-2-cyano-3-((2-isopropylphenyl)amino)-3-mercapto-N-(4-(1-(4-(trifluoromethoxy)phenyl)-1H-1,2,4-triazol-3-yl)phenyl)acrylamide). Isolated yield 73.1%. As a reaction SMILES: [C:1]([CH2:3][C:4]([NH:6][C:7]1[CH:12]=[CH:11][C:10]([C:13]2[N:17]=[CH:16][N:15]([C:18]3[CH:23]=[CH:22][C:21]([O:24][C:25]([F:28])([F:27])[F:26])=[CH:20][CH:19]=3)[N:14]=2)=[CH:9][CH:8]=1)=[O:5])#[N:2].[CH:29]([C:32]1[CH:37]=[CH:36][CH:35]=[CH:34][C:33]=1[N:38]=[C:39]=[S:40])([CH3:31])[CH3:30].[H-].[Na+].Cl>CN(C=O)C>[C:1](/[C:3](=[C:39](\[NH:38][C:33]1[CH:34]=[CH:35][CH:36]=[CH:37][C:32]=1[CH:29]([CH3:31])[CH3:30])/[SH:40])/[C:4]([NH:6][C:7]1[CH:12]=[CH:11][C:10]([C:13]2[N:17]=[CH:16][N:15]([C:18]3[CH:23]=[CH:22][C:21]([O:24][C:25]([F:28])([F:27])[F:26])=[CH:20][CH:19]=3)[N:14]=2)=[CH:9][CH:8]=1)=[O:5])#[N:2] |f:2.3|. Procedure: The cyanoacetanilide from Step 1 (0.30 g, 0.775 mmol) and 2-isopropylphenyl isothiocyanate (0.16 g, 0.903 mmol) were dissolved in 5 mL of DMF and stirred under N2 while NaH (60%; 62 mg, 1.55 mmol) was added in one portion. The solution was allowed to stir at ambient temperature for 1 h, then it was poured into 20 mL of 1 N HCl. The gummy solid was collected and crystallized from EtOH/water to give 0.32 g (71%) of the title compound as a light yellow solid, mp 159-162° C. 1H NMR (CDCl3) δ 12.56 (... Starting materials: BrCC(=O)C1=CC(=CC(=C1)NS(=O)(=O)C)OCC1=CC=CC=C1 (2-bromo-1-[3-benzyloxy-5-[(methylsulfonyl)amino]phenyl]ethanone), C1=C(C=CC=2C3=CC=CC=C3NC12)OCCN (2-(9H-carbazol-2-yloxy)ethylamine). Run in CO.C(Cl)(Cl)Cl (methanol chloroform). Yields the product C1=C(C=CC=2C3=CC=CC=C3NC12)OCCNCC(O)C=1C=C(C=C(C1)NS(=O)(=O)C)OCC1=CC=CC=C1 ((±)-N-[5-[2-[2-(9H-carbazol-2-yloxy)ethylamino]-1-hydroxyethyl]-3-benzyloxyphenyl]methanesulfonamide). As a reaction SMILES: Br[CH2:2][C:3]([C:5]1[CH:10]=[C:9]([NH:11][S:12]([CH3:15])(=[O:14])=[O:13])[CH:8]=[C:7]([O:16][CH2:17][C:18]2[CH:23]=[CH:22][CH:21]=[CH:20][CH:19]=2)[CH:6]=1)=[O:4].[CH:24]1[C:36]2[NH:35][C:34]3[C:29](=[CH:30][CH:31]=[CH:32][CH:33]=3)[C:28]=2[CH:27]=[CH:26][C:25]=1[O:37][CH2:38][CH2:39][NH2:40]>CO.C(Cl)(Cl)Cl>[CH:24]1[C:36]2[NH:35][C:34]3[C:29](=[CH:30][CH:31]=[CH:32][CH:33]=3)[C:28]=2[CH:27]=[CH:26][C:25]=1[O:37][CH2:38][CH2:39][NH:40][CH2:2][CH:3]([C:5]1[CH:6]=[C:7]([O:16][CH2:17][C:18]2[CH:23]=[CH:22][CH:21]=[CH:20][CH:19]=2)[CH:8]=[C:9]([NH:11][S:12]([CH3:15])(=[O:14])=[O:13])[CH:10]=1)[OH:4] |f:2.3|. Procedure details: 170 mg of Intermediate 62 and 95 mg of Intermediate 2. Rf=0.28 (methanol/chloroform of 1/9).